This data is from the Open Reaction Database (ORD), a public repository of structured organic reaction records. The task is: describe an organic reaction: reactants, conditions, products, and yield Starting materials: ClC1=C(C(=CC=C1)F)N (2-chloro-6-fluoro-phenylamine), N1=C(C=CC=C1)OC(OC1=NC=CC=C1)=S (thiocarbonic acid O,O-dipyridin-2-yl ester), TEA. Run in C1CCOC1 (THF). Reaction conditions: temperature 50 celsius, time 8 hour. Yields the product ClC1=C(C(=CC=C1)F)N=C=S (1-Chloro-3-fluoro-2-isothiocyanato-benzene). As a reaction SMILES: [Cl:1][C:2]1[CH:7]=[CH:6][CH:5]=[C:4]([F:8])[C:3]=1[NH2:9].N1C=CC=CC=1O[C:17](=[S:25])OC1C=CC=CN=1>C1COCC1>[Cl:1][C:2]1[CH:7]=[CH:6][CH:5]=[C:4]([F:8])[C:3]=1[N:9]=[C:17]=[S:25]. Reported procedure: A mixture of 2-chloro-6-fluoro-phenylamine (400 mg, 2.8 mmol), thiocarbonic acid O,O-dipyridin-2-yl ester (650 mg, 2.8 mmol) and TEA (840 μL, 6.0 mmol) in 5 mL THF was stirred overnight at 50° C. The mixture was heated to 65° C. and stirred for further 5 h. The mixture was concentrated i.vac. The residue was purified by chromatography on HPLC (C-18 Symmetry, eluent gradient: water+0.15% HCOOH+15-100% acetonitrile).